Dataset: the Open Reaction Database (ORD), a public repository of structured organic reaction records. Task: describe an organic reaction: reactants, conditions, products, and yield The reactants are COC1=CC=C(C=C1)C1=C(C(=NN1)C)N (5-(4-Methoxyphenyl)-3-methyl-1H-pyrazol-4-ylamine), C(C1=CC=CC=C1)(=O)Cl (benzoyl chloride). The product is COC1=CC=C(C=C1)C1=C(C(=NN1)C)NC(C1=CC=CC=C1)=O (N-[5-(4-Methoxyphenyl)-3-methyl-1H-pyrazol-4-yl]benzamide). As a reaction SMILES: [CH3:1][O:2][C:3]1[CH:8]=[CH:7][C:6]([C:9]2[NH:13][N:12]=[C:11]([CH3:14])[C:10]=2[NH2:15])=[CH:5][CH:4]=1.[C:16](Cl)(=[O:23])[C:17]1[CH:22]=[CH:21][CH:20]=[CH:19][CH:18]=1>>[CH3:1][O:2][C:3]1[CH:4]=[CH:5][C:6]([C:9]2[NH:13][N:12]=[C:11]([CH3:14])[C:10]=2[NH:15][C:16](=[O:23])[C:17]2[CH:22]=[CH:21][CH:20]=[CH:19][CH:18]=2)=[CH:7][CH:8]=1. Procedure: The preparation took place in analogy with Example 15a), starting with 500 mg of 5-(4-methoxyphenyl)-3-methyl-1H-pyrazol-4-ylamine (50) and 315 μl of benzoyl chloride. The following was obtained: 51 The reactants are BrC1=C(C=C(C=C1OC)C=1OC=CC1)OC (2-(4-bromo-3,5-dimethoxyphenyl)furan), C1(CC1)COC(C(=O)N(C)OC)C1=CC=C(C=C1)N1CCOCC1 (2-(cyclopropylmethoxy)-N-methoxy-N-methyl-2-(4-morpholinophenyl)acetamide). The product is BrC1=C(C=C(C=C1OC)C1=CC=C(O1)C(C(C1=CC=C(C=C1)N1CCOCC1)OCC1CC1)=O)OC (1-(5-(4-Bromo-3,5-dimethoxyphenyl)furan-2-yl)-2-(cyclopropylmethoxy)-2-(4-morpholinophenyl)ethanone), product. Yield: 23.0%. Reaction SMILES: [Br:1][C:2]1[C:7]([O:8][CH3:9])=[CH:6][C:5]([C:10]2[O:11][CH:12]=[CH:13][CH:14]=2)=[CH:4][C:3]=1[O:15][CH3:16].[CH:17]1([CH2:20][O:21][CH:22]([C:29]2[CH:34]=[CH:33][C:32]([N:35]3[CH2:40][CH2:39][O:38][CH2:37][CH2:36]3)=[CH:31][CH:30]=2)[C:23](N(OC)C)=[O:24])[CH2:19][CH2:18]1>>[Br:1][C:2]1[C:7]([O:8][CH3:9])=[CH:6][C:5]([C:10]2[O:11][C:12]([C:23](=[O:24])[CH:22]([O:21][CH2:20][CH:17]3[CH2:18][CH2:19]3)[C:29]3[CH:30]=[CH:31][C:32]([N:35]4[CH2:36][CH2:37][O:38][CH2:39][CH2:40]4)=[CH:33][CH:34]=3)=[CH:13][CH:14]=2)=[CH:4][C:3]=1[O:15][CH3:16]. Reported procedure: 1-(5-(4-Bromo-3,5-dimethoxyphenyl)furan-2-yl)-2-(cyclopropylmethoxy)-2-(4-morpholinophenyl)ethanone was prepared from 2-(4-bromo-3,5-dimethoxyphenyl)furan and 2-(cyclopropylmethoxy)-N-methoxy-N-methyl-2-(4-morpholinophenyl)acetamide according to the procedure used in Example 30. Purification by chromatography (40% EtOAc/hexanes) gave the product as a pale yellow solid (0.092 g, 23% yield). MS: m/z 556.3 [M+H]+. The reactants are C[O-].[Na+] (sodium methylate), [I-].C[S+](=O)(C)C (trimethylsulphoxonium iodide), CC(C)(C)C(=O)CN1C=NC=N1 (1,2,4-triazol-1-yl-pinacolin). The solvent is CS(=O)C (dimethylsulphoxide), O1CCCC1 (tetrahydrofuran), O1CCCC1 (tetrahydrofuran). Run at time 5 hour. The product is C(C)(C)(C)C1(OC1)CN1N=CN=C1 (2-tert.-butyl-2-(1,2,4-triazol-1-yl-methyl)-oxirane). Yield: 69.4%. RXN SMILES: [CH3:1][O-].[Na+].[I-].C[S+](C)(C)=O.[CH3:10][C:11]([C:14]([CH2:16][N:17]1[N:21]=[CH:20][N:19]=[CH:18]1)=[O:15])([CH3:13])[CH3:12]>CS(C)=O.O1CCCC1>[C:11]([C:14]1([CH2:16][N:17]2[CH:18]=[N:19][CH:20]=[N:21]2)[CH2:1][O:15]1)([CH3:10])([CH3:12])[CH3:13] |f:0.1,2.3|. Procedure: 6 g (0.11 mol) of sodium methylate were introduced in portions into a suspension of 24 g (0.11 mol) of trimethylsulphoxonium iodide in 24 g of dimethylsulphoxide. 10 ml of tetrahydrofuran were also added, and the reaction mixture was then stirred for 5 hours at room temperature. Thereafter, a solution of 16.8 g (0.1 mol) of 1,2,4-triazol-1-yl-pinacolin in 100 ml of tetrahydrofuran was added dropwise, and the mixture was heated at 70° C. for 5 hours. The reaction mixture was filtered, and the fil... The reactants are ClC1=NC=C(C=N1)C(=O)OC (methyl 2-chloropyrimidine-5-carboxylate), C1(CCCC1)O (cyclopentanol), [OH-].[Li+] (lithium hydroxide). Product: C1(CCCC1)OC1=NC=C(C=N1)C(=O)O (2-(cyclopentyloxy)pyrimidine-5-carboxylic acid). Yield: 32.0%. RXN SMILES: Cl[C:2]1[N:7]=[CH:6][C:5]([C:8]([O:10]C)=[O:9])=[CH:4][N:3]=1.[CH:12]1([OH:17])[CH2:16][CH2:15][CH2:14][CH2:13]1.[OH-].[Li+]>>[CH:12]1([O:17][C:2]2[N:3]=[CH:4][C:5]([C:8]([OH:10])=[O:9])=[CH:6][N:7]=2)[CH2:16][CH2:15][CH2:14][CH2:13]1 |f:2.3|. Reported procedure: The title compound was synthesized as described for Intermediate example I-81 in 32% yield starting from methyl 2-chloropyrimidine-5-carboxylate and cyclopentanol. The reduction was performed using 3 equiv of lithium hydroxide, the reaction mixture was stirred at ambient temperature over night; 1H NMR (400 MHz, DMSO-d6) δ ppm 8.99 (s, 2 H), 5.38-5.48 (m, 1 H), 1.89-2.04 (m, 2 H), 1.67-1.83 (m, 4 H), 1.55-1.67 (m, 2 H); MS (ESI) m/z 207[M−H+]. Reactants: [Si](C)(C)(C(C)(C)C)OCC=1C=C(OCC=2C=C(C=CC2)/C(=C/C=C/C(C)(O)C)/C)C=CC1CO[Si](C)(C)C(C)(C)C ((3E,5E)-6-{3-[3,4-bis-(tert-butyldimethylsilanyloxymethyl)phenoxymethyl]-phenyl}-2-methylhepta-3,5-dien-2-ol), [F-].C(CCC)[N+](CCCC)(CCCC)CCCC (tetrabutylammonium fluoride). Yields the product OCC=1C=C(OCC=2C=C(C=CC2)/C(=C/C=C/C(C)(O)C)/C)C=CC1CO ((3E,5E)-6-[3-(3,4-bis-Hydroxymethylphenoxy-methyl)phenyl]-2-methylhepta-3,5-dien-2-ol). Reaction SMILES: [Si]([O:8][CH2:9][C:10]1[CH:11]=[C:12]([CH:30]=[CH:31][C:32]=1[CH2:33][O:34][Si](C(C)(C)C)(C)C)[O:13][CH2:14][C:15]1[CH:16]=[C:17](/[C:21](/[CH3:29])=[CH:22]/[CH:23]=[CH:24]/[C:25]([CH3:28])([OH:27])[CH3:26])[CH:18]=[CH:19][CH:20]=1)(C(C)(C)C)(C)C.[F-].C([N+](CCCC)(CCCC)CCCC)CCC>>[OH:8][CH2:9][C:10]1[CH:11]=[C:12]([CH:30]=[CH:31][C:32]=1[CH2:33][OH:34])[O:13][CH2:14][C:15]1[CH:16]=[C:17](/[C:21](/[CH3:29])=[CH:22]/[CH:23]=[CH:24]/[C:25]([CH3:26])([OH:27])[CH3:28])[CH:18]=[CH:19][CH:20]=1 |f:1.2|. Procedure details: In a manner similar to Example 57(c), by reacting 120 mg (0.2 mmol) of (3E,5E)-6-{3-[3,4-bis-(tert-butyldimethylsilanyloxymethyl)phenoxymethyl]-phenyl}-2-methylhepta-3,5-dien-2-ol with 0.6 ml of a tetrabutylammonium fluoride solution (1N in THF), a colourless oil is obtained (m=30 mg; Y=41%).